Dataset: the Open Reaction Database (ORD), a public repository of structured organic reaction records. Task: describe an organic reaction: reactants, conditions, products, and yield The reactants are NC1=NC(=C(C(=O)N[C@@H]2CC[C@H](CC2)C(F)(F)F)C=C1[N+](=O)[O-])OCC(F)F (6-amino-2-(2,2-difluoro-ethoxy)-5-nitro-N-(trans-4-trifluoromethyl-cyclohexyl)-nicotinamide). The reagents and catalysts are [Ni] (Ra—Ni). The solvent is C1CCOC1 (THF). Run at time 2 hour. Yields the product NC=1C(=NC(=C(C(=O)N[C@@H]2CC[C@H](CC2)C(F)(F)F)C1)OCC(F)F)N (5,6-Diamino-2-(2,2-difluoro-ethoxy)-N-(trans-4-trifluoromethyl-cyclohexyl)-nicotinamide). Reaction SMILES: [NH2:1][C:2]1[C:20]([N+:21]([O-])=O)=[CH:19][C:5]([C:6]([NH:8][C@H:9]2[CH2:14][CH2:13][C@H:12]([C:15]([F:18])([F:17])[F:16])[CH2:11][CH2:10]2)=[O:7])=[C:4]([O:24][CH2:25][CH:26]([F:28])[F:27])[N:3]=1>[Ni].C1COCC1>[NH2:21][C:20]1[C:2]([NH2:1])=[N:3][C:4]([O:24][CH2:25][CH:26]([F:27])[F:28])=[C:5]([CH:19]=1)[C:6]([NH:8][C@H:9]1[CH2:14][CH2:13][C@H:12]([C:15]([F:17])([F:16])[F:18])[CH2:11][CH2:10]1)=[O:7]. Procedure: A mixture of 6-amino-2-(2,2-difluoro-ethoxy)-5-nitro-N-(trans-4-trifluoromethyl-cyclohexyl)-nicotinamide (250 mg, 0.61 mmol), Ra—Ni (30 mg) and THF (10 mL) is stirred at rt for 2 h under a hydrogen atmosphere (3.0 bar). The catalyst is removed by filtration and the filtrate is concentrated. Reactants: COC=1C=C(C=CC(=O)O)C=CC1OC (3,4-dimethoxycinnamic acid), O=S(Cl)Cl (SOCl2), COC(C=CC1=CC(=C(C=C1)OC)OC)=O (3,4-dimethoxycinnamic acid methyl ester), [H-].C(C(C)C)[Al+]CC(C)C (diisobutylaluminum hydride). The solvent is CO (Methanol), CO (MeOH), O (Water), C1CCOC1 (THF), C1CCOC1 (THF). Conditions: temperature 60 celsius, time 5 hour. Yields the product COC=1C=C(C=CCO)C=CC1OC (3,4-Dimethoxycinnamyl alcohol). Reaction SMILES: [CH3:1][O:2][C:3]1[CH:4]=[C:5]([CH:11]=[CH:12][C:13]=1[O:14][CH3:15])[CH:6]=[CH:7][C:8](O)=[O:9].O=S(Cl)Cl.COC(=O)C=CC1C=CC(OC)=C(OC)C=1.[H-].C([Al+]CC(C)C)C(C)C>CO.C1COCC1.O>[CH3:1][O:2][C:3]1[CH:4]=[C:5]([CH:11]=[CH:12][C:13]=1[O:14][CH3:15])[CH:6]=[CH:7][CH2:8][OH:9] |f:3.4|. Procedure details: To a solution of 0.42 g (2.0 mmol) of 3,4-dimethoxycinnamic acid in 50 ml MeOH was added SOCl2 (50 μl) and the mixture was stirred at 60° C. for 5 h. Methanol was taken to dryness and the obtained 3,4-dimethoxycinnamic acid methyl ester was reduced with 1M THF solution of diisobutylaluminum hydride (8.0 mmol) in absolute THF (50 ml) at 20° C. for 1 h. Water was added, the mixture was extracted with EtOAc, dried with MgSO4 and distilled in vacuo (Kugelrohr apparatus (Aldrich), 0.1 mm Hg, T. oven ... Conditions: temperature 70 celsius, time 40 hour. RXN SMILES: [O:1]([C:12]1[CH:17]=[CH:16][C:15]([N+:18]([O-:20])=[O:19])=[CH:14][CH:13]=1)[C@H:2]1[O:10][C@@H:9]([CH3:11])[C@@H:7]([OH:8])[C@@H:5]([OH:6])[C@@H:3]1[OH:4].[CH2:21]([Sn](=O)CCCC)CCC>CO>[CH3:21][O:6][C@@H:5]1[C@H:7]([OH:8])[C@H:9]([CH3:11])[O:10][C@H:2]([O:1][C:12]2[CH:13]=[CH:14][C:15]([N+:18]([O-:20])=[O:19])=[CH:16][CH:17]=2)[C@H:3]1[OH:4]. The yield is 60.8%. Reactants: C(CCC)[Sn](CCCC)=O (dibutyl tin oxide), O([C@@H]1[C@@H](O)[C@H](O)[C@H](O)[C@@H](O1)C)C1=CC=C(C=C1)[N+](=O)[O-] (p-nitrophenyl β-L-fucopyranoside). The product is CO[C@H]1[C@@H]([C@@H](OC2=CC=C(C=C2)[N+](=O)[O-])O[C@H]([C@H]1O)C)O (p-Nitrophenyl 3-O-methyl-β-L-fucopyranoside). Procedure details: 6 g (21 mmol) of p-nitrophenyl β-L-fucopyranoside in 300 ml of absol. methanol are treated with 7.84 g (31.5 mmol) of dibutyl tin oxide and heated under reflux for 2 h. The mixture is then concentrated, and the residue is dried and then taken up in 300 ml of DMF. After addition of 15.7 ml of methyl iodide, the batch is stirred at 70° C. for 40 h. The solvent is removed under reduced pressure and the residue is taken up in 300 ml of dichloromethane. The suspension is filtered, and the solution th... Run in CO (methanol). The reactants are N#Cc1cccc(C=O)c1, O=C([O-])O, CCN(C(C)C)C(C)C, ClCCl, CC(=O)c1ccc(F)cc1, [Na+], O=S(=O)(O)C(F)(F)F, C[Si](C)(c1ccccc1)c1ccccc1. The product is N#Cc1cccc(C=CC(=O)c2ccc(F)cc2)c1. RXN SMILES: [C:43](#[N:44])[c:45]1[cH:46][c:47]([CH:48]=[O:49])[cH:50][cH:51][cH:52]1.[C:53](=[O:54])([OH:55])[O-:56].[CH:24]([N:25]([CH:26]([CH3:27])[CH3:28])[CH2:29][CH3:30])([CH3:31])[CH3:32].[Cl:58][CH2:59][Cl:60].[F:33][c:34]1[cH:35][cH:36][c:37]([C:40]([CH3:41])=[O:42])[cH:38][cH:39]1.[Na+:57].[OH:1][S:2]([C:3]([F:4])([F:5])[F:6])(=[O:7])=[O:8].[c:9]1([Si:10]([c:11]2[cH:12][cH:13][cH:14][cH:15][cH:16]2)([CH3:17])[CH3:18])[cH:19][cH:20][cH:21][cH:22][cH:23]1>>[F:33][c:34]1[cH:35][cH:36][c:37]([C:40]([CH:41]=[CH:48][c:47]2[cH:46][c:45]([C:43]#[N:44])[cH:52][cH:51][cH:50]2)=[O:42])[cH:38][cH:39]1. Reactants: C(Cl)(Cl)Cl.CO (chloroform methanol), OC(CN1C(N2C3=C(C=CC=C3SC=3C=CC(=CC23)C(F)(F)F)C1=O)=O)CO (2-(2,3-dihydroxypropyl)-10-trifluoromethyl-1H-pyrimido[5,4,3-kl] phenothiazine-1,3(2H)-dione). Product: OC(CN1C(N2C3=C(C=CC=C3S(C=3C=CC(=CC23)C(F)(F)F)=O)C1=O)=O)CO (2-(2,3-Dihydroxypropyl)-10-trifluoromethyl-1H-pyrimido[5,4,3-kl]phenothiazine-1,3(2H)-dione-7-oxide). Reaction SMILES: [OH:1][CH:2]([CH2:27][OH:28])[CH2:3][N:4]1[C:24](=[O:25])[C:8]2[CH:9]=[CH:10][CH:11]=[C:12]3[S:13][C:14]4[CH:15]=[CH:16][C:17]([C:20]([F:23])([F:22])[F:21])=[CH:18][C:19]=4[N:6]([C:7]=23)[C:5]1=[O:26].C(Cl)(Cl)Cl.C[OH:34]>>[OH:1][CH:2]([CH2:27][OH:28])[CH2:3][N:4]1[C:24](=[O:25])[C:8]2[CH:9]=[CH:10][CH:11]=[C:12]3[S:13](=[O:34])[C:14]4[CH:15]=[CH:16][C:17]([C:20]([F:21])([F:22])[F:23])=[CH:18][C:19]=4[N:6]([C:7]=23)[C:5]1=[O:26] |f:1.2|. Procedure: Reaction of 2-(2,3-dihydroxypropyl)-10-trifluoromethyl-1H-pyrimido[5,4,3-kl] phenothiazine-1,3(2H)-dione and m-chloroperbenozic acid according to the procedure of Example 6 gave the title compound, m.p. 224°-225° (chloroform-methanol). The reactants are resultant solution, [Cl-].[NH4+] (ammonium chloride), C(C1=CC=CC=C1)OC(N[C@H](CN1N=CC2=CC=C(C(=C12)C=O)O)C)=O ([(S)-2-(7-Formyl-6-hydroxy-indazol-1-yl)-1-methylethyl]-carbamic acid benzyl ester), C([O-])([O-])=O.[K+].[K+] (potassium carbonate), BrCC(=O)OCC (ethyl 2-bromoacetate). The solvent is C(C)(=O)OCC (ethyl acetate), CN(C)C=O (DMF). The product is C(C)OC(=O)C1=CC=2C(=CC=C3C=NN(C23)C[C@H](C)NC(=O)OCC2=CC=CC=C2)O1 (1-((S)-2-Benzyloxycarbonylaminopropyl)-1H-furo[2,3-g]indazole-7-carboxylic acid ethyl ester). Isolated yield 42.4%. RXN SMILES: [CH2:1]([O:8][C:9](=[O:26])[NH:10][C@@H:11]([CH3:25])[CH2:12][N:13]1[C:21]2[C:16](=[CH:17][CH:18]=[C:19]([OH:24])[C:20]=2[CH:22]=O)[CH:15]=[N:14]1)[C:2]1[CH:7]=[CH:6][CH:5]=[CH:4][CH:3]=1.C(=O)([O-])[O-].[K+].[K+].Br[CH2:34][C:35]([O:37][CH2:38][CH3:39])=[O:36].[Cl-].[NH4+]>CN(C=O)C.C(OCC)(=O)C>[CH2:38]([O:37][C:35]([C:34]1[O:24][C:19]2=[CH:18][CH:17]=[C:16]3[C:21]([N:13]([CH2:12][C@@H:11]([NH:10][C:9]([O:8][CH2:1][C:2]4[CH:3]=[CH:4][CH:5]=[CH:6][CH:7]=4)=[O:26])[CH3:25])[N:14]=[CH:15]3)=[C:20]2[CH:22]=1)=[O:36])[CH3:39] |f:1.2.3,5.6|. Procedure details: To a stirred solution of the product from Step C (0.20 g, 0.56 mmol) in DMF (10 mL) was added potassium carbonate (0.23 g, 1.68 mmol) followed by ethyl 2-bromoacetate (0.07 mL, 0.62 mmol) at room temperature and the resultant solution was heated at 70° C. for 20 h. Saturated aqueous ammonium chloride (20 mL) was added followed by ethyl acetate (50 mL). The organic layer was separated and the aqueous was extracted with ethyl acetate (3×50 mL). The combined organic layers were washed with brine (3... The reactants are BrC1=CC=C(C=C1)C1=C(C(=NO1)C)C(CSC1=CC=CC=C1)O (1-[5-(4-bromo-phenyl)-3-methyl-isoxazol-4-yl]-2-phenylsulfanyl-ethanol), C(C)OC(=O)C1(CC1)C1=CC=C(C=C1)B1OC(C(O1)(C)C)(C)C (1-[4-(4,4,5,5-tetramethyl-[1,3,2]dioxaborolan-2-yl)-phenyl]-cyclopropanecarboxylic acid ethyl ester). Product: C(C)OC(=O)C1(CC1)C1=CC=C(C=C1)C1=CC=C(C=C1)C1=C(C(=NO1)C)C(CSC1=CC=CC=C1)O (1-{4′-[4-(1-Hydroxy-2-phenylsulfanyl-ethyl)-3-methyl-isoxazol-5-yl]-biphenyl-4-yl}-cyclopropanecarboxylic acid ethyl ester). RXN SMILES: Br[C:2]1[CH:7]=[CH:6][C:5]([C:8]2[O:12][N:11]=[C:10]([CH3:13])[C:9]=2[CH:14]([OH:23])[CH2:15][S:16][C:17]2[CH:22]=[CH:21][CH:20]=[CH:19][CH:18]=2)=[CH:4][CH:3]=1.[CH2:24]([O:26][C:27]([C:29]1([C:32]2[CH:37]=[CH:36][C:35](B3OC(C)(C)C(C)(C)O3)=[CH:34][CH:33]=2)[CH2:31][CH2:30]1)=[O:28])[CH3:25]>>[CH2:24]([O:26][C:27]([C:29]1([C:32]2[CH:37]=[CH:36][C:35]([C:2]3[CH:7]=[CH:6][C:5]([C:8]4[O:12][N:11]=[C:10]([CH3:13])[C:9]=4[CH:14]([OH:23])[CH2:15][S:16][C:17]4[CH:22]=[CH:21][CH:20]=[CH:19][CH:18]=4)=[CH:4][CH:3]=3)=[CH:34][CH:33]=2)[CH2:30][CH2:31]1)=[O:28])[CH3:25]. Procedure details: Prepared according to the procedure described in Example 1, Step 7, using 1-[5-(4-bromo-phenyl)-3-methyl-isoxazol-4-yl]-2-phenylsulfanyl-ethanol and 1-[4-(4,4,5,5-tetramethyl-[1,3,2]dioxaborolan-2-yl)-phenyl]-cyclopropanecarboxylic acid ethyl ester.